Task: describe an organic reaction: reactants, conditions, products, and yield. Dataset: the Open Reaction Database (ORD), a public repository of structured organic reaction records Starting materials: CSC(=C[N+](=O)[O-])SC, CN(C)Cc1ccc(COCCCN)o1, C1COCCO1. Product: CSC(=C[N+](=O)[O-])NCCCOCc1ccc(CN(C)C)o1. As a reaction SMILES: [CH3:1][S:2][C:3](=[CH:4][N+:5](=[O:6])[O-:7])[S:8][CH3:9].[NH2:10][CH2:11][CH2:12][CH2:13][O:14][CH2:15][c:16]1[cH:17][cH:18][c:19]([CH2:21][N:22]([CH3:23])[CH3:24])[o:20]1.[O:25]1[CH2:26][CH2:27][O:28][CH2:29][CH2:30]1>>[CH3:1][S:2][C:3](=[CH:4][N+:5](=[O:6])[O-:7])[NH:10][CH2:11][CH2:12][CH2:13][O:14][CH2:15][c:16]1[cH:17][cH:18][c:19]([CH2:21][N:22]([CH3:23])[CH3:24])[o:20]1. Starting materials: O=C(c1ccccc1)c1cnc2c(C(F)(F)F)cccc2c1-c1cccc(O)c1, OB(O)c1ccccc1. The product is O=C(c1ccccc1)c1cnc2c(C(F)(F)F)cccc2c1-c1cccc(Oc2ccccc2)c1. Reaction SMILES: [OH:1][c:2]1[cH:3][c:4](-[c:8]2[c:9]([C:22](=[O:23])[c:24]3[cH:25][cH:26][cH:27][cH:28][cH:29]3)[cH:10][n:11][c:12]3[c:13]([C:18]([F:19])([F:20])[F:21])[cH:14][cH:15][cH:16][c:17]23)[cH:5][cH:6][cH:7]1.[c:30]1([B:36]([OH:37])[OH:38])[cH:31][cH:32][cH:33][cH:34][cH:35]1>>[O:1]([c:2]1[cH:3][c:4](-[c:8]2[c:9]([C:22](=[O:23])[c:24]3[cH:25][cH:26][cH:27][cH:28][cH:29]3)[cH:10][n:11][c:12]3[c:13]([C:18]([F:19])([F:20])[F:21])[cH:14][cH:15][cH:16][c:17]23)[cH:5][cH:6][cH:7]1)[c:30]1[cH:31][cH:32][cH:33][cH:34][cH:35]1. Starting materials: N#Cc1ccccc1N1CCC(N2CCC(NC(=O)N3C(=O)OC(COC4CCCCO4)C3c3ccc(F)c(F)c3)C2)CC1, CO, Cc1ccc(S(=O)(=O)O)cc1. Product: N#Cc1ccccc1N1CCC(N2CCC(NC(=O)N3C(=O)OC(CO)C3c3ccc(F)c(F)c3)C2)CC1. RXN SMILES: [C:1](#[N:2])[c:3]1[c:4]([N:9]2[CH2:10][CH2:11][CH:12]([N:15]3[CH2:16][CH:17]([NH:20][C:21](=[O:22])[N:23]4[C:24](=[O:44])[O:25][CH:26]([CH2:36][O:37][CH:38]5[CH2:39][CH2:40][CH2:41][CH2:42][O:43]5)[CH:27]4[c:28]4[cH:29][c:30]([F:35])[c:31]([F:34])[cH:32][cH:33]4)[CH2:18][CH2:19]3)[CH2:13][CH2:14]2)[cH:5][cH:6][cH:7][cH:8]1.[CH3:56][OH:57].[c:45]1([CH3:46])[cH:47][cH:48][c:49]([S:50]([OH:51])(=[O:52])=[O:53])[cH:54][cH:55]1>>[C:1](#[N:2])[c:3]1[c:4]([N:9]2[CH2:10][CH2:11][CH:12]([N:15]3[CH2:16][CH:17]([NH:20][C:21](=[O:22])[N:23]4[C:24](=[O:44])[O:25][CH:26]([CH2:36][OH:37])[CH:27]4[c:28]4[cH:29][c:30]([F:35])[c:31]([F:34])[cH:32][cH:33]4)[CH2:18][CH2:19]3)[CH2:13][CH2:14]2)[cH:5][cH:6][cH:7][cH:8]1. Starting materials: C=CCCNC(=O)CN(C(=O)OC(C)(C)C)C(C)CO, CC(C)OC(=O)N=NC(=O)OC(C)C, C1CCOC1, c1ccc(P(c2ccccc2)c2ccccc2)cc1. Product: C=CCCN1CC(C)N(C(=O)OC(C)(C)C)CC1=O. As a reaction SMILES: [C:1]([CH3:2])([CH3:3])([CH3:4])[O:5][C:6]([N:7]([CH:8]([CH2:9][OH:10])[CH3:11])[CH2:12][C:13]([NH:14][CH2:15][CH2:16][CH:17]=[CH2:18])=[O:19])=[O:20].[O:40]=[C:41]([O:42][CH:43]([CH3:44])[CH3:45])[N:46]=[N:47][C:48]([O:49][CH:50]([CH3:51])[CH3:52])=[O:53].[O:54]1[CH2:55][CH2:56][CH2:57][CH2:58]1.[c:21]1([P:22]([c:23]2[cH:24][cH:25][cH:26][cH:27][cH:28]2)[c:29]2[cH:30][cH:31][cH:32][cH:33][cH:34]2)[cH:35][cH:36][cH:37][cH:38][cH:39]1>>[C:1]([CH3:2])([CH3:3])([CH3:4])[O:5][C:6]([N:7]1[CH:8]([CH3:11])[CH2:9][N:14]([CH2:15][CH2:16][CH:17]=[CH2:18])[C:13](=[O:19])[CH2:12]1)=[O:20]. The reactants are O (Water), [Br-].[Br-].[Br-].C1(=CC=CC=C1)[N+](C)(C)C.C1(=CC=CC=C1)[N+](C)(C)C.C1(=CC=CC=C1)[N+](C)(C)C (phenyltrimethylammonium tribromide), C(C)(=O)C=1C2=C(SC1)C=CC=C2 (3-acetylbenzo[b]thiophen). Solvent: O1CCCC1 (tetrahydrofuran), O1CCCC1 (tetrahydrofuran). Run at time 35 minute. The product is BrCC(=O)C=1C2=C(SC1)C=CC=C2 (3-(2-bromoacetyl)benzo[b]thiophen). Yield: 63.5%. RXN SMILES: [Br-:1].[Br-].[Br-].C1([N+](C)(C)C)C=CC=CC=1.C1([N+](C)(C)C)C=CC=CC=1.C1([N+](C)(C)C)C=CC=CC=1.[C:34]([C:37]1[C:38]2[CH:45]=[CH:44][CH:43]=[CH:42][C:39]=2[S:40][CH:41]=1)(=[O:36])[CH3:35].O>O1CCCC1>[Br:1][CH2:35][C:34]([C:37]1[C:38]2[CH:45]=[CH:44][CH:43]=[CH:42][C:39]=2[S:40][CH:41]=1)=[O:36] |f:0.1.2.3.4.5|. Procedure details: A solution of phenyltrimethylammonium tribromide (9.6 g) in tetrahydrofuran (20 ml) was added dropwise over 15 minutes at ambient temperature to a stirred solution of 3-acetylbenzo[b]thiophen (5 g) in tetrahydrofuran (50 ml), then the mixture was stirred at ambient temperature for 35 minutes. Water (100 ml) was added, and the resulting solid was collected by filtration, washed with water (2×50 ml) and dried in vacuo at ambient temperature to give 3-(2-bromoacetyl)benzo[b]thiophen as a white soli... Reactants: C(C1=CC=CC=C1)NC(CCC(C)([N+](=O)[O-])C)=O (N-benzyl-4-methyl-4-nitropentanoic acid amide), Cl (hydrochloric acid). The solvent is O1CCCC1 (tetrahydrofuran). Reaction conditions: temperature 0 celsius, time 8 hour. The product is C(C1=CC=CC=C1)NCCCC(C)([N+](=O)[O-])C (benzyl-4-methyl-4-nitropentylamine). Yield: 72.0%. As a reaction SMILES: [CH2:1]([NH:8][C:9](=O)[CH2:10][CH2:11][C:12]([CH3:17])([N+:14]([O-:16])=[O:15])[CH3:13])[C:2]1[CH:7]=[CH:6][CH:5]=[CH:4][CH:3]=1.Cl>O1CCCC1>[CH2:1]([NH:8][CH2:9][CH2:10][CH2:11][C:12]([CH3:17])([N+:14]([O-:16])=[O:15])[CH3:13])[C:2]1[CH:7]=[CH:6][CH:5]=[CH:4][CH:3]=1. Reported procedure: The N-benzyl-4-methyl-4-nitropentanoic acid amide (2.5 g) obtained above was dissolved in tetrahydrofuran (20 ml) and cooled to 0° C. 1 N Borane tetrahydrofuran complex (13 ml) was added dropwise thereto and then stirred overnight at room temperature. The reaction mixture was cooled again to 0° C., and 2 N hydrochloric acid (30 ml) was added thereto, followed by heating to 50° C. The reaction solution was extracted with ethyl acetate. The aqueous phase was alkalinized by 50% sodium hydroxide sol...